This data is from the Open Reaction Database (ORD), a public repository of structured organic reaction records. The task is: describe an organic reaction: reactants, conditions, products, and yield Starting materials: C(CCCC)O (1-Pentanol), C1(=CC=C(C=C1)S(=O)(=O)O)C (p-toluenesulfonic acid), NC1=C(C=C(C=C1)N1C[C@H]([C@H](CC1)N)F)OC ((3R,4S)-1-(4-amino-3-methoxyphenyl)-3-fluoropiperidin-4-amine), NC1=C(C=C(C=C1)N1C[C@H]([C@H](CC1)N)F)OC ((3R,4S)-1-(4-amino-3-methoxyphenyl)-3-fluoropiperidin-4-amine), ClC1=NC=C(C(=N1)C1=CNC2=CC=CC=C12)Cl (3-(2,5-dichloropyrimidin-4-yl)-1H-indole), ClC1=NC=C(C(=N1)C1=CNC2=CC=CC=C12)Cl (3-(2,5-dichloropyrimidin-4-yl)-1H-indole). The product is N[C@@H]1[C@@H](CN(CC1)C1=CC(=C(C=C1)NC1=NC=C(C(=N1)C1=CNC2=CC=CC=C12)Cl)OC)F (N-(4-((3R,4S)-4-amino-3-fluoropiperidin-1-yl)-2-methoxyphenyl)-5-chloro-4-(1H-indol-3-yl)pyrimidin-2-amine). Yield: 34.9%. As a reaction SMILES: C(O)CCCC.C1(C)C=CC(S(O)(=O)=O)=CC=1.[NH2:18][C:19]1[CH:24]=[CH:23][C:22]([N:25]2[CH2:30][CH2:29][C@H:28]([NH2:31])[C@H:27]([F:32])[CH2:26]2)=[CH:21][C:20]=1[O:33][CH3:34].Cl[C:36]1[N:41]=[C:40]([C:42]2[C:50]3[C:45](=[CH:46][CH:47]=[CH:48][CH:49]=3)[NH:44][CH:43]=2)[C:39]([Cl:51])=[CH:38][N:37]=1>>[NH2:31][C@H:28]1[CH2:29][CH2:30][N:25]([C:22]2[CH:23]=[CH:24][C:19]([NH:18][C:36]3[N:41]=[C:40]([C:42]4[C:50]5[C:45](=[CH:46][CH:47]=[CH:48][CH:49]=5)[NH:44][CH:43]=4)[C:39]([Cl:51])=[CH:38][N:37]=3)=[C:20]([O:33][CH3:34])[CH:21]=2)[CH2:26][C@H:27]1[F:32]. Procedure: 1-Pentanol (2 mL) was injected into a microwave vial charged with p-toluenesulfonic acid (0.180 g, 0.95 mmol), (3R,4S)-1-(4-amino-3-methoxyphenyl)-3-fluoropiperidin-4-amine (Intermediate 48) (0.091 g, 0.38 mmol), and 3-(2,5-dichloropyrimidin-4-yl)-1H-indole (Intermediate 2) (0.1 g, 0.38 mmol). The reaction was microwaved at 140° C. for 1 h. The solution was concentrated under reduced pressure. The crude residue was dissolved in DCM (15 mL) and washed with a sat. Na2CO3 solution. The organic laye... Reactants: Cc1ccccc1, CC(C)OC(=O)Cl, CC1CC(=O)NN=C1c1ccc(N)cc1. Product: CC(C)OC(=O)Nc1ccc(C2=NNC(=O)CC2C)cc1. RXN SMILES: [CH3:23][c:24]1[cH:25][cH:26][cH:27][cH:28][cH:29]1.[Cl:16][C:17](=[O:18])[O:19][CH:20]([CH3:21])[CH3:22].[NH2:1][c:2]1[cH:3][cH:4][c:5]([C:8]2=[N:13][NH:12][C:11](=[O:14])[CH2:10][CH:9]2[CH3:15])[cH:6][cH:7]1>>[NH:1]([c:2]1[cH:3][cH:4][c:5]([C:8]2=[N:13][NH:12][C:11](=[O:14])[CH2:10][CH:9]2[CH3:15])[cH:6][cH:7]1)[C:17](=[O:18])[O:19][CH:20]([CH3:21])[CH3:22]. Starting materials: C(C)OC(COC1=C(C=C(C=C1)Br)C(CBr)=O)=O ([4-bromo-2-(2-bromoacetyl)phenoxy]acetic acid ethyl ester), COC=1C=C(C=CC1)CC(=O)N (2-(3-methoxyphenyl)acetamide). The product is BrC1=CC(=C(OCC(=O)O)C=C1)C=1N=C(OC1)CC1=CC(=CC=C1)OC ({4-Bromo-2-[2-(3-methoxybenzyl)oxazol-4-yl]phenoxy}acetic acid). As a reaction SMILES: C([O:3][C:4](=[O:18])[CH2:5][O:6][C:7]1[CH:12]=[CH:11][C:10]([Br:13])=[CH:9][C:8]=1[C:14](=O)[CH2:15]Br)C.[CH3:19][O:20][C:21]1[CH:22]=[C:23]([CH2:27][C:28]([NH2:30])=[O:29])[CH:24]=[CH:25][CH:26]=1>>[Br:13][C:10]1[CH:11]=[CH:12][C:7]([O:6][CH2:5][C:4]([OH:3])=[O:18])=[C:8]([C:14]2[N:30]=[C:28]([CH2:27][C:23]3[CH:24]=[CH:25][CH:26]=[C:21]([O:20][CH3:19])[CH:22]=3)[O:29][CH:15]=2)[CH:9]=1. Procedure details: Title compound was prepared from [4-bromo-2-(2-bromoacetyl)phenoxy]acetic acid ethyl ester and 2-(3-methoxyphenyl)acetamide according to GP5 and GP3: LC/MS (an 10p8) Rt 2.45 min, m/z 418 [M+H]+. Starting materials: Cc1nc2cc(Br)ccc2s1, COC(=O)CCBr, CC(C)[N-]C(C)C, [Li+], C1CCOC1. Product: COC(=O)CCCc1nc2cc(Br)ccc2s1. RXN SMILES: [Br:1][c:2]1[cH:3][cH:4][c:5]2[c:6]([n:7][c:8]([CH3:10])[s:9]2)[cH:11]1.[Br:20][CH2:21][CH2:22][C:23](=[O:24])[O:25][CH3:26].[CH:12]([N-:13][CH:14]([CH3:15])[CH3:16])([CH3:17])[CH3:18].[Li+:19].[O:27]1[CH2:28][CH2:29][CH2:30][CH2:31]1>>[Br:1][c:2]1[cH:3][cH:4][c:5]2[c:6]([n:7][c:8]([CH2:10][CH2:21][CH2:22][C:23](=[O:24])[O:25][CH3:26])[s:9]2)[cH:11]1. The reactants are Cc1c(N)ccc(Br)c1C, CSSC, [Cu], CC(C)(C)ON=O. The product is CSc1ccc(Br)c(C)c1C. RXN SMILES: [Br:8][c:9]1[c:10]([CH3:17])[c:11]([CH3:16])[c:12]([NH2:13])[cH:14][cH:15]1.[CH3:18][S:19][S:20][CH3:21].[Cu:22].[N:1]([O:2][C:3]([CH3:4])([CH3:5])[CH3:6])=[O:7]>>[Br:8][c:9]1[c:10]([CH3:17])[c:11]([CH3:16])[c:12]([S:19][CH3:18])[cH:14][cH:15]1. The reactants are NC1=C(C=CC(N1C1=CC=C(C=C1)CCOS(=O)(=O)C)=O)C(C1=CC=C(C=C1)F)=O (Methanesulfonic acid 2-{4-[6-amino-5-(4-fluoro-benzoyl)-2-oxo-2H-pyridin-1-yl]-phenyl}-ethyl ester), C1(CCCC1)OC([C@@H](N)CC(C)C)=O (L-leucine cyclopentyl ester), C1(CCCC1)OC([C@@H](N)CC(C)C)=O (L-leucine cyclopentyl ester). Product: NC1=C(C=CC(N1C1=CC=C(C=C1)CCN[C@@H](CC(C)C)C(=O)OC1CCCC1)=O)C(=O)C1=CC=C(C=C1)F (Cyclopentyl N-[2-(4-{6-amino-5-[(4-fluorophenyl)carbonyl]-2-oxopyridin-1(2H)-yl}phenyl)ethyl]-L-leucinate). Reaction SMILES: [NH2:1][C:2]1[N:7]([C:8]2[CH:13]=[CH:12][C:11]([CH2:14][CH2:15]OS(C)(=O)=O)=[CH:10][CH:9]=2)[C:6](=[O:21])[CH:5]=[CH:4][C:3]=1[C:22](=[O:30])[C:23]1[CH:28]=[CH:27][C:26]([F:29])=[CH:25][CH:24]=1.[CH:31]1([O:36][C:37](=[O:44])[C@H:38]([CH2:40][CH:41]([CH3:43])[CH3:42])[NH2:39])[CH2:35][CH2:34][CH2:33][CH2:32]1>>[NH2:1][C:2]1[N:7]([C:8]2[CH:9]=[CH:10][C:11]([CH2:14][CH2:15][NH:39][C@H:38]([C:37]([O:36][CH:31]3[CH2:32][CH2:33][CH2:34][CH2:35]3)=[O:44])[CH2:40][CH:41]([CH3:43])[CH3:42])=[CH:12][CH:13]=2)[C:6](=[O:21])[CH:5]=[CH:4][C:3]=1[C:22]([C:23]1[CH:24]=[CH:25][C:26]([F:29])=[CH:27][CH:28]=1)=[O:30]. Procedure: From Intermediate 4J and L-Leucine cyclopentyl ester (Intermediate 8). LC/MS: m/z 534 [M+H]+. 1H NMR (300 MHz, DMSO-d6) δ: 8.47 (1H, d, J=7.7 Hz), 7.56 (2H, m), 7.45 (1H, d, J=9.6 Hz), 7.38-7.24 (4H, m), 7.15 (2H, m), 5.69 (1H, d, J=9.8 Hz), 5.09 (1H, t, J=5.3 Hz), 4.63 (2H, m), 4.31 (1H, m), 1.84-1.79 (2H, m), 1.66-1.53 (9H, m), 0.92-0.86 (6H, m). Starting materials: BrCCBr (1,2-dibromoethane), C1(=CC=CC=C1)CC#N (Phenylacetonitrile), [H-].[Na+] (NaH). The solvent is CS(=O)C (DMSO), CS(=O)C (DMSO), CS(=O)C (DMSO). Yields the product C1(=CC=CC=C1)C1(CC1)C#N (1-phenylcyclopropane carbonitrile). The yield is 91.9%. RXN SMILES: [C:1]1([CH2:7][C:8]#[N:9])[CH:6]=[CH:5][CH:4]=[CH:3][CH:2]=1.[H-].[Na+].Br[CH2:13][CH2:14]Br>CS(C)=O>[C:1]1([C:7]2([C:8]#[N:9])[CH2:14][CH2:13]2)[CH:6]=[CH:5][CH:4]=[CH:3][CH:2]=1 |f:1.2|. Procedure: Phenylacetonitrile (5.85 g, 50 mmol) in DMSO (dimethylsulfoxide) (20 mL) is added dropwise over 45 min to a slurry of oil-free NaH (3.0 g, 125 mmol) in stirred DMSO (100 mL) at 25° under N2. Vigorous gas evolution occurs. After a further 30 min 1,2-dibromoethane (14.1 g, 75 mmol) in DMSO (20 mL) is added dropwise over 1 h. The reaction mixture turns purple, heats up to about 50°, and further gas evolution occurs. After a further 1 h the reaction mixture is poured slowly onto ice water (250 mL, g...